This data is from the Open Reaction Database (ORD), a public repository of structured organic reaction records. The task is: describe an organic reaction: reactants, conditions, products, and yield Starting materials: [OH-].[Na+] (sodium hydroxide), NC1CCN(CC1)CC1=CC2=CC=CC=C2C=C1 (4-amino-1-(naphthalen-2-ylmethyl)piperidine), [Cl-].[NH4+] (ammonium chloride), ClC1=NN=C(C2=CC=C(C=C12)OC)C1=CC=CC=C1 (4-chloro-6-methoxy-1-phenylphthalazine). Run in C(CCC)O (n-butanol), O (water). Reaction conditions: temperature 135 celsius. The product is COC1=CC=C2C(=NN=C(C2=C1)NC1CCN(CC1)CC1=CC2=CC=CC=C2C=C1)C1=CC=CC=C1 (7-Methoxy-N-[1-(naphthalen-2-ylmethyl)piperidin-4-yl]-4-phenylphthalazin-1-amine). Isolated yield 44.6%. Reaction SMILES: [NH2:1][CH:2]1[CH2:7][CH2:6][N:5]([CH2:8][C:9]2[CH:18]=[CH:17][C:16]3[C:11](=[CH:12][CH:13]=[CH:14][CH:15]=3)[CH:10]=2)[CH2:4][CH2:3]1.[Cl-].[NH4+].Cl[C:22]1[C:31]2[C:26](=[CH:27][CH:28]=[C:29]([O:32][CH3:33])[CH:30]=2)[C:25]([C:34]2[CH:39]=[CH:38][CH:37]=[CH:36][CH:35]=2)=[N:24][N:23]=1.[OH-].[Na+]>C(O)CCC.O>[CH3:33][O:32][C:29]1[CH:30]=[C:31]2[C:26]([C:25]([C:34]3[CH:35]=[CH:36][CH:37]=[CH:38][CH:39]=3)=[N:24][N:23]=[C:22]2[NH:1][CH:2]2[CH2:3][CH2:4][N:5]([CH2:8][C:9]3[CH:18]=[CH:17][C:16]4[C:11](=[CH:12][CH:13]=[CH:14][CH:15]=4)[CH:10]=3)[CH2:6][CH2:7]2)=[CH:27][CH:28]=1 |f:1.2,4.5|. Procedure: 373 mg (1.5 mmol) of 4-amino-1-(naphthalen-2-ylmethyl)piperidine and 69 mg (1.3 mmol) of ammonium chloride are added to a suspension of 350 mg (1.3 mmol) of 4-chloro-6-methoxy-1-phenylphthalazine in 6 mL of n-butanol. The mixture is heated at 135° C. for 20 hours. The reaction medium is cooled to room temperature, hydrolysed with 50 mL of water and then basified to pH 10 with 1 N sodium hydroxide solution. The mixture is then extracted with ethyl acetate. The organic phase is washed with brine, ...